This data is from the Open Reaction Database (ORD), a public repository of structured organic reaction records. The task is: describe an organic reaction: reactants, conditions, products, and yield Starting materials: CC1=CC=CC1 (methylcyclopentadiene), C(C)(C)(C)C1=C(C(=CC(=C1)N(C)C)C(C)(C)C)O (2,6-di-t-butyl-4-dimethylaminophenol), O1CCCC1 (tetrahydrofuran), [Na] (sodium), C(C)(C)(C)C1=C(C(=CC(=C1)N(C)C)C(C)(C)C)O (2,6-di-t-butyl-4-dimethylaminophenol). The solvent is O (water). Reaction conditions: temperature 70 celsius. The product is CC1=C(CC=C1)CC1=CC(=C(C(=C1)C(C)(C)C)O)C(C)(C)C (methyl-(3,5-di-tert-butyl-4-hydroxybenzyl)cyclopentadiene). The yield is 90.0%. As a reaction SMILES: [CH3:1][C:2]1[CH2:6][CH:5]=[CH:4][CH:3]=1.[C:7]([C:11]1[CH:16]=[C:15](N(C)C)[CH:14]=[C:13]([C:20]([CH3:23])([CH3:22])[CH3:21])[C:12]=1[OH:24])([CH3:10])([CH3:9])[CH3:8].O1CCC[CH2:26]1.[Na]>O>[CH3:1][C:2]1[CH:6]=[CH:5][CH2:4][C:3]=1[CH2:26][C:15]1[CH:16]=[C:11]([C:7]([CH3:10])([CH3:9])[CH3:8])[C:12]([OH:24])=[C:13]([C:20]([CH3:23])([CH3:22])[CH3:21])[CH:14]=1 |^1:29|. Reported procedure: To a stirred mixture of 40 g (0.5 m) methylcyclopentadiene, 39.5 g (0.15 m) 2,6-di-t-butyl-4-dimethylaminophenol and 100 ml of tetrahydrofuran was slowly added 6.0 g (0.26 m) of sodium. The temperature was raised to 70° C. and the mixture allowed to react for 20 hours. A gas chromatograph showed that all of the 2,6-di-t-butyl-4-dimethylaminophenol had reacted. The mixture was diluted with water, extracted with toluene and rotovaped to remove the toluene and leave 38 g of crude product. A 90% yie... Starting materials: NC1=C(C=C(C=C1C(F)(F)F)C[C@H](C(=O)O)O)Cl ((R)-3-(4-amino-3-chloro-5-trifluoromethyl-phenyl)-2-hydroxy-propionic acid), C(C)O (ethanol), Cl (hydrochloric acid). Run at time 8 hour. Product: NC1=C(C=C(C=C1C(F)(F)F)C[C@H](C(=O)OCC)O)Cl (ethyl (R)-3-(4-amino-3-chloro-5-trifluoromethyl-phenyl)-2-hydroxy-propionate). As a reaction SMILES: [NH2:1][C:2]1[C:7]([C:8]([F:11])([F:10])[F:9])=[CH:6][C:5]([CH2:12][C@@H:13]([OH:17])[C:14]([OH:16])=[O:15])=[CH:4][C:3]=1[Cl:18].Cl.[CH2:20](O)[CH3:21]>>[NH2:1][C:2]1[C:7]([C:8]([F:9])([F:10])[F:11])=[CH:6][C:5]([CH2:12][C@@H:13]([OH:17])[C:14]([O:16][CH2:20][CH3:21])=[O:15])=[CH:4][C:3]=1[Cl:18]. Procedure: A mixture of 14.3 g (50.0 mmol) (R)-3-(4-amino-3-chloro-5-trifluoromethyl-phenyl)-2-hydroxy-propionic acid and 100 ml of ethanol was combined with 100 ml of an approx. 12-molar ethanolic hydrochloric acid solution and stirred overnight. The reaction mixture was evaporated down under reduced pressure. Reactants: aqueous solution, C(C=C)(=O)N (acrylamide), [Cl-].C[N+](CCOC(C=C)=O)(C)C (2-trimethylammonioethylacrylate chloride), C(C)(C)(C)NC(C=C)=O (N-t-butylacrylamide). Run in C(C)(C)O (isopropanol). Run at temperature 75 celsius. Product: C(C)(C)(C)NC(C=C)=O.C(C=C)(=O)N (N-t-Butylacrylamide Acrylamide). Reaction SMILES: [Cl-].C[N+](C)(C)CCOC(=O)C=C.[C:13]([NH:17][C:18](=[O:21])[CH:19]=[CH2:20])([CH3:16])([CH3:15])[CH3:14].[C:22]([NH2:26])(=[O:25])[CH:23]=[CH2:24]>C(O)(C)C>[C:13]([NH:17][C:18](=[O:21])[CH:19]=[CH2:20])([CH3:16])([CH3:15])[CH3:14].[C:22]([NH2:26])(=[O:25])[CH:23]=[CH2:24] |f:0.1,5.6|. Procedure: To a 500 mL round-bottom, three-neck flask fitted with a thermocouple, reflux condenser, and septum was added 150 mL of isopropanol followed by 16.13 g of a 50% aqueous solution of 2-trimethylammonioethylacrylate chloride, 8.06 g of N-t-butylacrylamide, and 8.06 g of acrylamide. The solution was purged with nitrogen for 1 hour and 0.5 g AIBN was added. The mixture was purged for ~ 15 minutes until all of the AIBN dissolved. The solution was heated to 75° C. under nitrogen for 16 hours. The product is OC(CO)C(C1=CC=CC=C1)N1CCC2=C(C=CC=C12)OC (2-Hydroxy-3-(4-methoxyindolin-1-yl)-3-phenylpropanol). Conditions: time 2.5 hour. Solvent: CC#N (CH3CN), CC#N (CH3CN), C(=O)(O)[O-].[Na+] (NaHCO3). Procedure: A solution of 1.00 g (6.62 mmol) of 4-methoxyindoline (Gangjee et al., J. Med. Chem. 1997, 40, 479-485) and 1.90 g (8.51 mmol) of magnesium perchlorate in 20 mL of CH3CN was treated in a dropwise manner with a solution of 1.00 g (6.62 mmol) of 2,3-epoxy-3-phenyl-1-propanol (Ogata and Tomizawa, Bull. Chim. Soc. Jap. 1977, 50, 261-265) in 10 mL of CH3CN. The reaction was stirred at ambient temperature for 2.5 hours and was diluted with 30 mL of saturated aqueous NaHCO3. The organic layer was separ... Reaction SMILES: [CH3:1][O:2][C:3]1[CH:11]=[CH:10][CH:9]=[C:8]2[C:4]=1[CH2:5][CH2:6][NH:7]2.Cl([O-])(=O)(=O)=O.[Mg+2].Cl([O-])(=O)(=O)=O.[O:23]1[CH:27]([C:28]2[CH:33]=[CH:32][CH:31]=[CH:30][CH:29]=2)[CH:24]1[CH2:25][OH:26]>CC#N.C([O-])(O)=O.[Na+]>[OH:23][CH:24]([CH:27]([N:7]1[C:8]2[C:4](=[C:3]([O:2][CH3:1])[CH:11]=[CH:10][CH:9]=2)[CH2:5][CH2:6]1)[C:28]1[CH:33]=[CH:32][CH:31]=[CH:30][CH:29]=1)[CH2:25][OH:26] |f:1.2.3,6.7|. Starting materials: COC1=C2CCNC2=CC=C1 (4-methoxyindoline), Cl(=O)(=O)(=O)[O-].[Mg+2].Cl(=O)(=O)(=O)[O-] (magnesium perchlorate), O1C(CO)C1C1=CC=CC=C1 (2,3-epoxy-3-phenyl-1-propanol). The reactants are O1COC2=C1C=CC(=C2)C(=O)O (benzo[d][1,3]dioxole-5-carboxylic acid), C1(CCCC2=CC=CC=C12)N (1,2,3,4-tetrahydronaphthalen-1-amine). Product: C1(CCCC2=CC=CC=C12)NC(=O)C1=CC2=C(OCO2)C=C1 (N-(1,2,3,4-tetrahydronaphthalen-1-yl)benzo[d][1,3]dioxole-5-carboxamide). RXN SMILES: [O:1]1[C:5]2[CH:6]=[CH:7][C:8]([C:10]([OH:12])=O)=[CH:9][C:4]=2[O:3][CH2:2]1.[CH:13]1([NH2:23])[C:22]2[C:17](=[CH:18][CH:19]=[CH:20][CH:21]=2)[CH2:16][CH2:15][CH2:14]1>>[CH:13]1([NH:23][C:10]([C:8]2[CH:7]=[CH:6][C:5]3[O:1][CH2:2][O:3][C:4]=3[CH:9]=2)=[O:12])[C:22]2[C:17](=[CH:18][CH:19]=[CH:20][CH:21]=2)[CH2:16][CH2:15][CH2:14]1. Procedure: Prepared in a similar manner to example 4 using benzo[d][1,3]dioxole-5-carboxylic acid and 1,2,3,4-tetrahydronaphthalen-1-amine. MS (M+H, 296.6). Reactants: CC=1C=C(C=CC1)NC(NCC(=O)O)=O (2-[3-(3-methylphenyl)ureido]acetic acid), N(C1=CC=CC=C1)C(C(=O)OC(C)(C)C)C1=CC(=C(C=C1)Cl)Cl (tert-butyl (RS)-2-anilino-2-(3,4-dichlorophenyl)acetate), S(=O)(Cl)Cl (thionyl chloride). The product is ClC=1C=C(C=CC1Cl)C(C(=O)OC(C)(C)C)N(C(CNC(=O)NC1=CC(=CC=C1)C)=O)C1=CC=CC=C1 (tert-butyl (RS)-2-(3,4-dichlorophenyl)-2-{2-[3-(3-methylphenyl)ureido]-N-phenylacetamido}acetate). The yield is 48.0%. RXN SMILES: [CH3:1][C:2]1[CH:3]=[C:4]([NH:8][C:9](=[O:15])[NH:10][CH2:11][C:12]([OH:14])=O)[CH:5]=[CH:6][CH:7]=1.[NH:16]([CH:23]([C:31]1[CH:36]=[CH:35][C:34]([Cl:37])=[C:33]([Cl:38])[CH:32]=1)[C:24]([O:26][C:27]([CH3:30])([CH3:29])[CH3:28])=[O:25])[C:17]1[CH:22]=[CH:21][CH:20]=[CH:19][CH:18]=1.S(Cl)(Cl)=O>>[Cl:38][C:33]1[CH:32]=[C:31]([CH:23]([N:16]([C:17]2[CH:18]=[CH:19][CH:20]=[CH:21][CH:22]=2)[C:12](=[O:14])[CH2:11][NH:10][C:9]([NH:8][C:4]2[CH:5]=[CH:6][CH:7]=[C:2]([CH3:1])[CH:3]=2)=[O:15])[C:24]([O:26][C:27]([CH3:30])([CH3:29])[CH3:28])=[O:25])[CH:36]=[CH:35][C:34]=1[Cl:37]. Reported procedure: The procedure is as in Example 1, but 2.1 g of 2-[3-(3-methylphenyl)ureido]acetic acid, 3.52 g of tert-butyl (RS)-2-anilino-2-(3,4-dichlorophenyl)acetate and 0.72 cm3 of thionyl chloride are used as starting materials. The product obtained is purified by chromatography on 100 g of silica (0.04-0.063 mm) contained in a column 3 cm in diameter [eluent: ethyl acetate/cyclohexane (30/70 by volume)], using an excess pressure of 40 kPa of nitrogen and collecting 10-cm3 fractions. Fractions 13 to 24 ar... Starting materials: CC(=O)OC(C)=O, ClCCl, COc1ccc(CNC(=O)c2cc(C#N)ccc2NC(C)CN)cc1OC. The product is COc1ccc(CNC(=O)c2cc(C#N)ccc2NC(C)CNC(C)=O)cc1OC. As a reaction SMILES: [CH3:28][C:29](=[O:30])[O:31][C:32](=[O:33])[CH3:34].[Cl:35][CH2:36][Cl:37].[NH2:1][CH2:2][CH:3]([CH3:4])[NH:5][c:6]1[c:7]([C:8](=[O:9])[NH:10][CH2:11][c:12]2[cH:13][c:14]([O:20][CH3:21])[c:15]([O:18][CH3:19])[cH:16][cH:17]2)[cH:22][c:23]([C:26]#[N:27])[cH:24][cH:25]1>>[NH:1]([CH2:2][CH:3]([CH3:4])[NH:5][c:6]1[c:7]([C:8](=[O:9])[NH:10][CH2:11][c:12]2[cH:13][c:14]([O:20][CH3:21])[c:15]([O:18][CH3:19])[cH:16][cH:17]2)[cH:22][c:23]([C:26]#[N:27])[cH:24][cH:25]1)[C:29]([CH3:28])=[O:30]. Reactants: F[C@@H]1CO[C@@H](CC[C@H]1NC(OC(C)(C)C)=O)C1=C(C=NN1C)[N+](=O)[O-] (tert-butyl ((3S,4R,7S)-3-fluoro-7-(1-methyl-4-nitro-1H-pyrazol-5-yl)oxepan-4-yl)carbamate), F[C@@H]1CO[C@@H](CC[C@H]1NC(OC(C)(C)C)=O)C1=C(C=NN1C)[N+](=O)[O-] (tert-butyl ((3S,4R,7S)-3-fluoro-7-(1-methyl-4-nitro-1H-pyrazol-5-yl)oxepan-4-yl)carbamate), FC1=C(C(=CC(=C1)C1(COC1)O)F)C1=C(C=CC(=N1)C(=O)O)F (6-(2,6-difluoro-4-(3-hydroxyoxetan-3-yl)phenyl)-5-fluoropicolinic acid). Product: N[C@@H]1CC[C@H](OC[C@H]1F)C1=C(C=NN1C)NC(C1=NC(=C(C=C1)F)C1=C(C=C(C=C1F)C1(COC1)O)F)=O (N-(5-((2S,5R,6S)-5-amino-6-fluorooxepan-2-yl)-1-methyl-1H-pyrazol-4-yl)-6-(2,6-difluoro-4-(3-hydroxyoxetan-3-yl)phenyl)-5-fluoropicolinamide). RXN SMILES: [F:1][C@H:2]1[C@H:8]([NH:9]C(=O)OC(C)(C)C)[CH2:7][CH2:6][C@@H:5]([C:17]2[N:21]([CH3:22])[N:20]=[CH:19][C:18]=2[N+:23]([O-])=O)[O:4][CH2:3]1.[F:26][C:27]1[CH:32]=[C:31]([C:33]2([OH:37])[CH2:36][O:35][CH2:34]2)[CH:30]=[C:29]([F:38])[C:28]=1[C:39]1[N:44]=[C:43]([C:45](O)=[O:46])[CH:42]=[CH:41][C:40]=1[F:48]>>[NH2:9][C@H:8]1[C@H:2]([F:1])[CH2:3][O:4][C@H:5]([C:17]2[N:21]([CH3:22])[N:20]=[CH:19][C:18]=2[NH:23][C:45](=[O:46])[C:43]2[CH:42]=[CH:41][C:40]([F:48])=[C:39]([C:28]3[C:29]([F:38])=[CH:30][C:31]([C:33]4([OH:37])[CH2:36][O:35][CH2:34]4)=[CH:32][C:27]=3[F:26])[N:44]=2)[CH2:6][CH2:7]1. Procedure details: Following the procedure for Example 111 starting from tert-butyl ((3S,4R,7S)-3-fluoro-7-(1-methyl-4-nitro-1H-pyrazol-5-yl)oxepan-4-yl)carbamate (Intermediate 80), and replacing 5-((tert-butoxycarbonyl)amino)-2-(2,6-difluorophenyl)thiazole-4-carboxylic acid with 6-(2,6-difluoro-4-(3-hydroxyoxetan-3-yl)phenyl)-5-fluoropicolinic acid (see US2012/225062) gave 193. 1H NMR (400 MHz, DMSO-d6) δ 10.20 (s, 1H), 8.30 (dd, J=8.7, 4.0 Hz, 1H), 8.23-8.12 (m, 1H), 7.90 (s, 1H), 7.49 (d, J=9.7 Hz, 2H), 4.81 (t... Reactants: CCc1cc(=O)c2cc(C(C)CO)ccc2o1, CC(C)=O, O. Yields the product CCc1cc(=O)c2cc(C(C)C(=O)O)ccc2o1. As a reaction SMILES: [CH2:1]([CH3:2])[c:3]1[o:4][c:5]2[c:6]([c:7](=[O:9])[cH:8]1)[cH:10][c:11]([CH:14]([CH2:15][OH:16])[CH3:17])[cH:12][cH:13]2.[CH3:19][C:20](=[O:21])[CH3:22].[OH2:18]>>[CH2:1]([CH3:2])[c:3]1[o:4][c:5]2[c:6]([c:7](=[O:9])[cH:8]1)[cH:10][c:11]([CH:14]([C:15](=[O:16])[OH:18])[CH3:17])[cH:12][cH:13]2.